From a dataset of the Open Reaction Database (ORD), a public repository of structured organic reaction records. describe an organic reaction: reactants, conditions, products, and yield The reactants are CN(C=O)C (dimethylformamide), P(=O)(Cl)(Cl)Cl (phosphorus oxychloride), IC=1C=C(CNC1)C(=O)OC (methyl 5-iodo-1,2-dihydro-3-pyridinecarboxylate). Solvent: C(Cl)Cl (methylene chloride). Conditions: time 28 hour. Product: ClC1=NC=C(C=C1C(=O)OC)I (methyl 2-chloro-5-iodo-3-pyridinecarboxylate). The yield is 43.0%. RXN SMILES: CN(C)C=O.P(Cl)(Cl)([Cl:8])=O.[I:11][C:12]1[CH:13]=[C:14]([C:18]([O:20][CH3:21])=[O:19])[CH2:15][NH:16][CH:17]=1>C(Cl)Cl>[Cl:8][C:15]1[C:14]([C:18]([O:20][CH3:21])=[O:19])=[CH:13][C:12]([I:11])=[CH:17][N:16]=1. Procedure details: To a solution containing 0.12 ml of dry dimethylformamide and 0.14 ml of distilled phosphorus oxychloride in 20 ml of anhydrous methylene chloride are added 0.28 g of methyl 5-iodo-1,2-dihydro-3-pyridinecarboxylate in one portion. The mixture is stirred at room temperature under a nitrogen atmosphere for 28 hours. Workup as described in Procedure 1 yields 0.13 g (43%) of recrystallized methyl 2-chloro-5-iodo-3-pyridinecarboxylate. Reactants: C(C)OC(C(CC1=CC=C(C=C1)CCN(CCCCCCC)C(=O)OC(C)(C)C)O)=O (3-{4-[2-(tert-butoxycarbonyl-heptyl-amino)-ethyl]-phenyl}-2-hydroxy-propionic acid ethyl ester), ethyl and methyl ester, [Na] (sodium), C(C)S (ethanethiol). Yields the product C(C)OC(C(CC1=CC=C(C=C1)CCN(CCCCCCC)C(=O)OC(C)(C)C)SCC)=O (3-{4-[2-(tert-Butoxycarbonyl-heptyl-amino)-ethyl]-phenyl}-2-ethylsulfanyl-propionic acid ethyl ester). As a reaction SMILES: [CH2:1]([O:3][C:4](=[O:31])[CH:5](O)[CH2:6][C:7]1[CH:12]=[CH:11][C:10]([CH2:13][CH2:14][N:15]([C:23]([O:25][C:26]([CH3:29])([CH3:28])[CH3:27])=[O:24])[CH2:16][CH2:17][CH2:18][CH2:19][CH2:20][CH2:21][CH3:22])=[CH:9][CH:8]=1)[CH3:2].[Na].[CH2:33]([SH:35])[CH3:34]>>[CH2:1]([O:3][C:4](=[O:31])[CH:5]([S:35][CH2:33][CH3:34])[CH2:6][C:7]1[CH:12]=[CH:11][C:10]([CH2:13][CH2:14][N:15]([C:23]([O:25][C:26]([CH3:29])([CH3:28])[CH3:27])=[O:24])[CH2:16][CH2:17][CH2:18][CH2:19][CH2:20][CH2:21][CH3:22])=[CH:9][CH:8]=1)[CH3:2] |^1:31|. Procedure: Synthesized from 3-{4-[2-(tert-butoxycarbonyl-heptyl-amino)-ethyl]-phenyl}-2-hydroxy-propionic acid ethyl ester using a procedure analogous to that used for Example 50 and substituting the sodium salt of ethanethiol as the nucleophile to give an approximate 1:1 mixture of ethyl and methyl ester as a clear film (23 mg, 43%). Reactants: C1(=CC=CC=C1)O (phenol), [H-].[Na+] (NaH), CS(=O)(=O)OCC(C)(C)NC(=O)OC(C)(C)C (2-({[(1,1-Dimethylethyl)oxy]carbonyl}amino)-2-methylpropyl methanesulfonate). The solvent is CN(C)C=O (DMF). Run at temperature 50 celsius, time 2 hour. The product is CC(COC1=CC=CC=C1)(C)NC(OC(C)(C)C)=O (1,1-dimethylethyl [1,1-dimethyl-2-(phenyloxy)ethyl]carbamate). The yield is 9.0%. As a reaction SMILES: [C:1]1([OH:7])[CH:6]=[CH:5][CH:4]=[CH:3][CH:2]=1.[H-].[Na+].CS(O[CH2:15][C:16]([NH:19][C:20]([O:22][C:23]([CH3:26])([CH3:25])[CH3:24])=[O:21])([CH3:18])[CH3:17])(=O)=O>CN(C=O)C>[CH3:18][C:16]([NH:19][C:20](=[O:21])[O:22][C:23]([CH3:26])([CH3:25])[CH3:24])([CH3:15])[CH2:17][O:7][C:1]1[CH:6]=[CH:5][CH:4]=[CH:3][CH:2]=1 |f:1.2|. Procedure: To a solution of phenol (2.1 g, 22.4 mmol, 3 equiv) in DMF (10 ml) at room temperature were added NaH (60% dispersion in mineral oil, 360 mg, 9.0 mmol, 1.2 equiv) and after 10 min 2-({[(1,1-dimethylethyl)oxy]carbonyl}amino)-2-methylpropyl methanesulfonate (D273) (2 g, 7.5 mmol, 1 equiv) and the resulting solution was stirred at 50° C. for 2 h then cooled to room temperature and concentrated in vacuo. Purification of the residue by flash chromatography on silica gel (iso-hexane/AcOEt: 9/1 to 6/1)...